This data is from the Open Reaction Database (ORD), a public repository of structured organic reaction records. The task is: describe an organic reaction: reactants, conditions, products, and yield Product: OCCc1ncc2sccn12. Starting materials: [BH4-], CO, CCO, Cl, [Li+], COC(=O)Cc1ncc2sccn12. Reaction SMILES: [BH4-:14].[CH3:16][OH:17].[CH3:19][CH2:20][OH:21].[ClH:18].[Li+:15].[s:1]1[c:2]2[n:3]([cH:4][cH:5]1)[c:6]([CH2:9][C:10](=[O:11])[O:12][CH3:13])[n:7][cH:8]2>>[s:1]1[c:2]2[n:3]([cH:4][cH:5]1)[c:6]([CH2:9][CH2:10][OH:11])[n:7][cH:8]2. Starting materials: CC(C)(C)OC(=O)NCCOc1cc(-c2ccc[nH]2)c2c3c(ccc(F)c13)NC2=O, ClCCl, O=C(O)C(F)(F)F. Product: NCCOc1cc(-c2ccc[nH]2)c2c3c(ccc(F)c13)NC2=O. Reaction SMILES: [C:1]([O:2][C:3](=[O:4])[NH:7][CH2:8][CH2:9][O:10][c:11]1[cH:12][c:13](-[c:25]2[nH:26][cH:27][cH:28][cH:29]2)[c:14]2[c:22]3[c:17]([cH:18][cH:19][c:20]([F:23])[c:21]13)[NH:16][C:15]2=[O:24])([CH3:5])([CH3:6])[CH3:30].[Cl:38][CH2:39][Cl:40].[OH:31][C:32]([C:33]([F:34])([F:35])[F:36])=[O:37]>>[NH2:7][CH2:8][CH2:9][O:10][c:11]1[cH:12][c:13](-[c:25]2[nH:26][cH:27][cH:28][cH:29]2)[c:14]2[c:22]3[c:17]([cH:18][cH:19][c:20]([F:23])[c:21]13)[NH:16][C:15]2=[O:24]. The reactants are ClC1=C2C(=NC=C1C(=O)OCC)C=NN2 (Ethyl 7-chloro-1H pyrazolo[4,3-b]pyridine-6-carboxylate), C1=CC(=CC=C1N)O (p-aminophenol), C([O-])([O-])=O.[Na+].[Na+] (sodium carbonate). Solvent: C(C)O (ethanol), C(C)(=O)OCC (ethyl acetate). Yields the product OC1=CC=C(NC2=C3C(=NC=C2C(=O)OCC)C=NN3)C=C1 (Ethyl 7-(4-Hydroxyanilino)-1H-pyrazolo[4,3-b]pyridine-6-carboxylate). The yield is 54.5%. As a reaction SMILES: Cl[C:2]1[C:7]([C:8]([O:10][CH2:11][CH3:12])=[O:9])=[CH:6][N:5]=[C:4]2[CH:13]=[N:14][NH:15][C:3]=12.[CH:16]1[C:21]([NH2:22])=[CH:20][CH:19]=[C:18]([OH:23])[CH:17]=1.C(=O)([O-])[O-].[Na+].[Na+]>C(OCC)(=O)C.C(O)C>[OH:23][C:18]1[CH:19]=[CH:20][C:21]([NH:22][C:2]2[C:7]([C:8]([O:10][CH2:11][CH3:12])=[O:9])=[CH:6][N:5]=[C:4]3[CH:13]=[N:14][NH:15][C:3]=23)=[CH:16][CH:17]=1 |f:2.3.4|. Procedure: Ethyl 7-chloro-1H pyrazolo[4,3-b]pyridine-6-carboxylate (1.0 g, 0.004 mole) and p-aminophenol (1.0 g, 0.009 mole) were stirred together in ethyl acetate (200 ml) under nitrogen for 48 hours, the temperature being maintained between -10° and -5° C. The ethyl acetate was removed under reduced pressure to give a yellow solid. This solid was dissolved in aqueous ethanol and the pH adjusted to pH8 with 10% sodium carbonate solution. The resulting solid was filtered off washed with water and dried. Re... Starting materials: CCC1(c2cn(C)c3c([N+](=O)[O-])cccc23)CCc2cc(F)ccc21, CCO. Product: CCC1(c2cn(C)c3c(N)cccc23)CCc2cc(F)ccc21. Reaction SMILES: [CH2:1]([CH3:2])[C:3]1([c:13]2[cH:14][n:15]([CH3:25])[c:16]3[c:17]([N+:22]([O-:23])=[O:24])[cH:18][cH:19][cH:20][c:21]23)[CH2:4][CH2:5][c:6]2[cH:7][c:8]([F:12])[cH:9][cH:10][c:11]21.[CH3:26][CH2:27][OH:28]>>[CH2:1]([CH3:2])[C:3]1([c:13]2[cH:14][n:15]([CH3:25])[c:16]3[c:17]([NH2:22])[cH:18][cH:19][cH:20][c:21]23)[CH2:4][CH2:5][c:6]2[cH:7][c:8]([F:12])[cH:9][cH:10][c:11]21. Starting materials: C([O-])([O-])=O.[K+].[K+] (potassium carbonate), S(=O)(=O)(OC)OC (dimethyl sulfate), S(O)(O)(=O)=O (sulfuric acid), C(C)C1=C(C(=CC(=C1)C)CC)C(C(=O)NN=CC1=CC=CC=C1)=O (1-[2-(2,6-diethyl-4-methylphenyl)-2-oxoacetyl]-2-(phenylmethylidene)hydrazine). The reagents and catalysts are O.NN (hydrazine hydrate). Run in C1(=CC=CC=C1)C (toluene), O (water), C1(=CC=CC=C1)C (toluene). Reaction conditions: time 1 hour. Product: C(C)C1=C(C(=CC(=C1)C)CC)C(C(=O)N(N=CC1=CC=CC=C1)C)=O (1-[2-(2,6-diethyl-4-methylphenyl)-2-oxoacetyl]-1-methyl-2-(phenylmethylidene)hydrazine). The yield is 79.7%. Reaction SMILES: [C:1](=O)([O-])[O-].[K+].[K+].S(OC)(OC)(=O)=O.[CH2:14]([C:16]1[CH:21]=[C:20]([CH3:22])[CH:19]=[C:18]([CH2:23][CH3:24])[C:17]=1[C:25](=[O:37])[C:26]([NH:28][N:29]=[CH:30][C:31]1[CH:36]=[CH:35][CH:34]=[CH:33][CH:32]=1)=[O:27])[CH3:15].S(=O)(=O)(O)O>C1(C)C=CC=CC=1.O.NN.O>[CH2:14]([C:16]1[CH:21]=[C:20]([CH3:22])[CH:19]=[C:18]([CH2:23][CH3:24])[C:17]=1[C:25](=[O:37])[C:26]([N:28]([CH3:1])[N:29]=[CH:30][C:31]1[CH:32]=[CH:33][CH:34]=[CH:35][CH:36]=1)=[O:27])[CH3:15] |f:0.1.2,7.8|. Procedure details: To a 50 mL volume three-necked flask, 7.6 mg of hydrazine hydrate, 2.3 ml of toluene, 629 mg of potassium carbonate and 574 mg of dimethyl sulfate were added and the mixture was stirred at room temperature for 1 hour. The reaction mixture was cooled to 5° C. and 1.6 g of 1-[2-(2,6-diethyl-4-methylphenyl)-2-oxoacetyl]-2-(phenylmethylidene)hydrazine ((40-a)-(14)-6) solved in 2.3 g of toluene was added thereto. The reaction mixture was stirred at 5° C. for 31.5 hours. 5 mL of water was added and th...